Dataset: the Open Reaction Database (ORD), a public repository of structured organic reaction records. Task: describe an organic reaction: reactants, conditions, products, and yield Starting materials: CC1(OC[C@H](O1)CN1N=C(C=C1)N)C (1-((R)-2,2-dimethyl-[1,3]dioxolan-4-ylmethyl)-1H-pyrazol-3-ylamine), CC1(OC[C@H](O1)CN1N=C(C=C1)N)C (1-((R)-2,2-dimethyl-[1,3]dioxolan-4-ylmethyl)-1H-pyrazol-3-ylamine), IC=1C=NN(C(C1)=O)C(C(=O)O)CC(C)C (2-(4-iodo-6-oxo-6H-pyridazin-1-yl)-4-methyl-pentanoic acid), IC=1C=NN(C(C1)=O)C(C(=O)O)CC(C)C (2-(4-iodo-6-oxo-6H-pyridazin-1-yl)-4-methyl-pentanoic acid), Cl.CN(CCCN=C=NCC)C (N-(3-dimethylaminopropyl)-N′-ethylcarbodiimide hydrochloride). Reagents/catalysts: CN(C1=CC=NC=C1)C (4-dimethylaminopyridine). Solvent: CN(C=O)C (N,N-dimethylformamide), C(C)(=O)OCC (ethyl acetate). Conditions: temperature 25 celsius, time 8 hour. Yields the product ethyl acetate hexanes, CC1(OC[C@H](O1)CN1N=C(C=C1)NC(C(CC(C)C)N1N=CC(=CC1=O)I)=O)C (2-(4-iodo-6-oxo-6H-pyridazin-1-yl)-4-methyl-pentanoic acid [1-((R)-2,2-dimethyl-[1,3]dioxolan-4-ylmethyl)-1H-pyrazol-3-yl]-amide). Yield: 51.3%. As a reaction SMILES: [CH3:1][C:2]1([CH3:14])[O:6][C@H:5]([CH2:7][N:8]2[CH:12]=[CH:11][C:10]([NH2:13])=[N:9]2)[CH2:4][O:3]1.[I:15][C:16]1[CH:17]=[N:18][N:19]([CH:23]([CH2:27][CH:28]([CH3:30])[CH3:29])[C:24](O)=[O:25])[C:20](=[O:22])[CH:21]=1.Cl.CN(C)CCCN=C=NCC>CN(C)C=O.CN(C)C1C=CN=CC=1.C(OCC)(=O)C>[CH3:1][C:2]1([CH3:14])[O:6][C@H:5]([CH2:7][N:8]2[CH:12]=[CH:11][C:10]([NH:13][C:24](=[O:25])[CH:23]([N:19]3[C:20](=[O:22])[CH:21]=[C:16]([I:15])[CH:17]=[N:18]3)[CH2:27][CH:28]([CH3:30])[CH3:29])=[N:9]2)[CH2:4][O:3]1 |f:2.3|. Reported procedure: A solution of 1-((R)-2,2-dimethyl-[1,3]dioxolan-4-ylmethyl)-1H-pyrazol-3-ylamine (Intermediate 4, 708.7 mg, 3.59 mmol) in N,N-dimethylformamide was added to 2-(4-iodo-6-oxo-6H-pyridazin-1-yl)-4-methyl-pentanoic acid (Intermediate 86, 1.42 g, 4.23 mmol). At this point, the reaction was treated with 4-dimethylaminopyridine (21.9 mg, 0.18 mmol) followed by N-(3-dimethylaminopropyl)-N′-ethylcarbodiimide hydrochloride (823.7 mg, 4.31 mmol). The resulting reaction was stirred at 25° C. overnight. The ... Starting materials: BrCBr, CC(=O)OC1C(CO[Si](C(C)C)(C(C)C)C(C)C)OC(n2cnc3c(N)ncnc32)C1OC(C)=O, CC(C)(C)ON=O, O=C([O-])O, C[Si](C)(C)Br, ClCCl, [Na+]. Product: CC(=O)OC1C(CO[Si](C(C)C)(C(C)C)C(C)C)OC(n2cnc3c(Br)ncnc32)C1OC(C)=O. RXN SMILES: [Br:53][CH2:54][Br:55].[C:1]([CH3:2])(=[O:3])[O:4][CH:5]1[CH:6]([n:26]2[c:27]3[n:28][cH:29][n:30][c:31]([NH2:35])[c:32]3[n:33][cH:34]2)[O:7][CH:8]([CH2:14][O:15][Si:16]([CH:17]([CH3:18])[CH3:19])([CH:20]([CH3:21])[CH3:22])[CH:23]([CH3:24])[CH3:25])[CH:9]1[O:10][C:11]([CH3:12])=[O:13].[C:41]([O:42][N:43]=[O:44])([CH3:45])([CH3:46])[CH3:47].[C:48](=[O:49])([OH:50])[O-:51].[CH3:36][Si:37]([CH3:38])([CH3:39])[Br:40].[Cl:56][CH2:57][Cl:58].[Na+:52]>>[C:1]([CH3:2])(=[O:3])[O:4][CH:5]1[CH:6]([n:26]2[c:27]3[n:28][cH:29][n:30][c:31]([Br:40])[c:32]3[n:33][cH:34]2)[O:7][CH:8]([CH2:14][O:15][Si:16]([CH:17]([CH3:18])[CH3:19])([CH:20]([CH3:21])[CH3:22])[CH:23]([CH3:24])[CH3:25])[CH:9]1[O:10][C:11]([CH3:12])=[O:13]. Reactants: ClC1=CC2=C(OCC3=C(NC2)C=CC=C3)C=C1 (2-Chloro-11,12-dihydro-6H-5-oxa-11-aza-dibenzo[a,e]cyclooctene), N1=CC=CC=C1 (pyridine), ClC1=CC2=C(OCC3=C(NC2)C=CC=C3)C=C1 (2-Chloro-11,12-dihydro-6H-5-oxa-11-aza-dibenzo[a,e]cyclooctene), C(C)(=O)OC(C)=O (acetic anhydride). The reagents and catalysts are CN(C)C=1C=CN=CC1 (DMAP). The solvent is C1(=CC=CC=C1)C (toluene). Reaction conditions: temperature 80 celsius. Product: ClC1=CC2=C(OCC3=C(N(C2)C(C)=O)C=CC=C3)C=C1 (1-(2-Chloro-6H,12H-5-oxa-11-aza-dibenzo[a,e]cycloocten-11-yl)-ethanone). Yield: 55.0%. RXN SMILES: [Cl:1][C:2]1[CH:17]=[CH:16][C:5]2[O:6][CH2:7][C:8]3[CH:15]=[CH:14][CH:13]=[CH:12][C:9]=3[NH:10][CH2:11][C:4]=2[CH:3]=1.[C:18](OC(=O)C)(=[O:20])[CH3:19].N1C=CC=CC=1>CN(C1C=CN=CC=1)C.C1(C)C=CC=CC=1>[Cl:1][C:2]1[CH:17]=[CH:16][C:5]2[O:6][CH2:7][C:8]3[CH:15]=[CH:14][CH:13]=[CH:12][C:9]=3[N:10]([C:18](=[O:20])[CH3:19])[CH2:11][C:4]=2[CH:3]=1. Procedure details: To a stirred solution of 2-Chloro-11,12-dihydro-6H-5-oxa-11-aza-dibenzo[a,e]cyclooctene Example 348C (43 mg, 0.18 mmol) and DMAP (4.27 mg, 34.9 μmol) in toluene (1.25 mL) was added acetic anhydride (36.0 μL, 0.39 mmol) and pyridine (13.9 mg, 0.18 mmol). This reaction mixture was heated at 80° C. for 50 min, cooled to room temperature and concentrated in vacuo. This was purified by a Shimadzu auto prep HPLC, employing 20% to 100% 10 min gradient elution with 0.1% TFA in MeOH-water solvent system,... The reactants are ClC1=C(C(=O)O)C=CC=N1 (2-chloro-nicotinic acid), FC(C=1C=C(C=CC1)O)(F)F (3-trifluoromethyl-phenol), C([O-])([O-])=O.[K+].[K+] (potassium carbonate). Reagents/catalysts: [Cu]I (copper(I) iodide), [Cu] (copper(0)). Run in CN(C)C=O (DMF), O (water). Reaction conditions: temperature 140 celsius. The product is FC(C=1C=C(OC2=C(C(=O)O)C=CC=N2)C=CC1)(F)F (2-(3-Trifluoromethyl-phenoxy)-nicotinic acid). Yield: 29.5%. RXN SMILES: Cl[C:2]1[N:10]=[CH:9][CH:8]=[CH:7][C:3]=1[C:4]([OH:6])=[O:5].[F:11][C:12]([F:21])([F:20])[C:13]1[CH:14]=[C:15]([OH:19])[CH:16]=[CH:17][CH:18]=1.C(=O)([O-])[O-].[K+].[K+]>CN(C=O)C.O.[Cu]I.[Cu]>[F:11][C:12]([F:20])([F:21])[C:13]1[CH:14]=[C:15]([CH:16]=[CH:17][CH:18]=1)[O:19][C:2]1[N:10]=[CH:9][CH:8]=[CH:7][C:3]=1[C:4]([OH:6])=[O:5] |f:2.3.4|. Procedure details: To a solution of 2-chloro-nicotinic acid (1.0 g, 6.35 mmol, 1.0 equiv; [CAS RN 2942-59-8]) and 3-trifluoromethyl-phenol (1.03 g, 6.35 mmol, 1.0 equiv; [CAS RN 98-17-9]) in anhydrous DMF (5 mL) was added potassium carbonate (1.75 g, 12.69 mmol, 2.0 equiv; [CAS RN 584-08-7]), copper(I) iodide (0.12 g, 0.64 mmol, 0.1 equiv; [CAS RN 7681-65-4]) and copper(0) nanopowder with an averaged particle size of 100 nm (0.12 g, 1.90 mmol, 0.3 equiv; [CAS RN 7440-50-8]). The reaction mixture was heated by micr... Starting materials: CS(=O)(=O)Cc1nccn1CCCCc1ccc(O)cc1, ClCc1coc(C=Cc2ccc(Cl)cc2Cl)n1, [H-], [Na+]. Yields the product CS(=O)(=O)Cc1nccn1CCCCc1ccc(OCc2coc(C=Cc3ccc(Cl)cc3Cl)n2)cc1. RXN SMILES: [CH3:18][S:19](=[O:20])(=[O:21])[CH2:22][c:23]1[n:24]([CH2:28][CH2:29][CH2:30][CH2:31][c:32]2[cH:33][cH:34][c:35]([OH:38])[cH:36][cH:37]2)[cH:25][cH:26][n:27]1.[Cl:1][CH2:2][c:3]1[n:4][c:5]([CH:8]=[CH:9][c:10]2[c:11]([Cl:17])[cH:12][c:13]([Cl:16])[cH:14][cH:15]2)[o:6][cH:7]1.[H-:39].[Na+:40]>>[CH2:2]([c:3]1[n:4][c:5]([CH:8]=[CH:9][c:10]2[c:11]([Cl:17])[cH:12][c:13]([Cl:16])[cH:14][cH:15]2)[o:6][cH:7]1)[O:38][c:35]1[cH:34][cH:33][c:32]([CH2:31][CH2:30][CH2:29][CH2:28][n:24]2[c:23]([CH2:22][S:19]([CH3:18])(=[O:20])=[O:21])[n:27][cH:26][cH:25]2)[cH:37][cH:36]1.